Dataset: the Open Reaction Database (ORD), a public repository of structured organic reaction records. Task: describe an organic reaction: reactants, conditions, products, and yield Reactants: BrC1=CC=C(COC2=CC(=CC=C2)[N+](=O)[O-])C=C1 (1-(4-Bromo-benzyloxy)-3-nitro-benzene), Cl[Sn]Cl (SnCl2). Product: BrC1=CC=C(COC=2C=C(C=CC2)N)C=C1 (3-(4-Bromo-benzyloxy)-phenylamine). As a reaction SMILES: [Br:1][C:2]1[CH:18]=[CH:17][C:5]([CH2:6][O:7][C:8]2[CH:13]=[CH:12][CH:11]=[C:10]([N+:14]([O-])=O)[CH:9]=2)=[CH:4][CH:3]=1.Cl[Sn]Cl>>[Br:1][C:2]1[CH:18]=[CH:17][C:5]([CH2:6][O:7][C:8]2[CH:9]=[C:10]([NH2:14])[CH:11]=[CH:12][CH:13]=2)=[CH:4][CH:3]=1. Reported procedure: The title compound was prepared by reduction of the product from Example 190a with SnCl2 following the procedure from Example 1f. Reactants: CC(=O)Oc1ccc(CCl)cc1, C1COCCN1, O. Product: CC(=O)Oc1ccc(CN2CCOCC2)cc1. As a reaction SMILES: [C:1]([CH3:2])(=[O:3])[O:4][c:5]1[cH:6][cH:7][c:8]([CH2:11][Cl:12])[cH:9][cH:10]1.[CH2:13]1[CH2:14][O:15][CH2:16][CH2:17][NH:18]1.[OH2:19]>>[C:1]([CH3:2])(=[O:3])[O:4][c:5]1[cH:6][cH:7][c:8]([CH2:11][N:18]2[CH2:13][CH2:14][O:15][CH2:16][CH2:17]2)[cH:9][cH:10]1. Starting materials: O=C(O)c1cccc(-c2ccccc2)c1, CNOC. The reagents and catalysts are CCN=C=NCCCN(C)C.Cl (EDC-HCl), C1=CC2=C(C=C1Cl)N(N=N2)O (6-Cl-HOBT). The solvent is CN(C)C=O (DMF), CN(C)C=O (DMF), CN(C)C=O (DMF), CN(C)C=O (DMF), CN(C)C=O (DMF), CN(C)C=O (DMF). Reaction conditions: temperature 25 celsius, time 2 hour. Product: CON(C)C(=O)c1cccc(-c2ccccc2)c1. The yield is 34.6%. Reaction SMILES: CNOC.O=C(O)c1cccc(-c2ccccc2)c1.CCN=C=NCCCN(C)C.Cl.C1=CC2=C(C=C1Cl)N(N=N2)O.CN(C)C=O>>CON(C)C(=O)c1cccc(-c2ccccc2)c1. Yields the product CCCCOCCOc1ccc(-c2ccc3c(c2)C=C(C(=O)O)CCN3c2ccccc2)cc1. The reactants are CCCCOCCOc1ccc(-c2ccc3c(c2)C=C(C(=O)OC)CCN3c2ccccc2)cc1, C1CCOC1, CO, [Na+], [OH-]. RXN SMILES: [CH2:1]([CH2:2][CH2:3][CH3:4])[O:5][CH2:6][CH2:7][O:8][c:9]1[cH:10][cH:11][c:12](-[c:15]2[cH:16][cH:17][c:18]3[c:19]([cH:35]2)[CH:20]=[C:21]([C:31](=[O:32])[O:33][CH3:34])[CH2:22][CH2:23][N:24]3[c:25]2[cH:26][cH:27][cH:28][cH:29][cH:30]2)[cH:13][cH:14]1.[CH2:40]1[O:41][CH2:42][CH2:43][CH2:44]1.[CH3:38][OH:39].[Na+:37].[OH-:36]>>[CH2:1]([CH2:2][CH2:3][CH3:4])[O:5][CH2:6][CH2:7][O:8][c:9]1[cH:10][cH:11][c:12](-[c:15]2[cH:16][cH:17][c:18]3[c:19]([cH:35]2)[CH:20]=[C:21]([C:31](=[O:32])[OH:33])[CH2:22][CH2:23][N:24]3[c:25]2[cH:26][cH:27][cH:28][cH:29][cH:30]2)[cH:13][cH:14]1. Starting materials: Br, ClC(Cl)(Cl)Cl, Cc1ccc2cc(F)ccc2c1, CC(C)(C#N)N=NC(C)(C)C#N, O=C1CCC(=O)N1Br. The product is Fc1ccc2cc(CBr)ccc2c1. RXN SMILES: [Br:21].[C:34]([Cl:35])([Cl:36])([Cl:37])[Cl:38].[F:1][c:2]1[cH:3][c:4]2[cH:5][cH:6][c:7]([CH3:12])[cH:8][c:9]2[cH:10][cH:11]1.[N:22]#[C:23][C:24]([N:25]=[N:26][C:27]([C:28]#[N:29])([CH3:30])[CH3:31])([CH3:32])[CH3:33].[O:13]=[C:14]1[N:15]([Br:20])[C:16](=[O:17])[CH2:18][CH2:19]1>>[F:1][c:2]1[cH:3][c:4]2[cH:5][cH:6][c:7]([CH2:12][Br:20])[cH:8][c:9]2[cH:10][cH:11]1. Starting materials: COC(=O)OC, CC1(C)CC(=O)CCO1, Cl, C1CCOC1. The product is COC(=O)C1COC(C)(C)CC1=O. RXN SMILES: [CH3:10][O:11][C:12]([O:13][CH3:15])=[O:14].[CH3:1][C:2]1([CH3:9])[O:3][CH2:4][CH2:5][C:6](=[O:8])[CH2:7]1.[ClH:16].[O:17]1[CH2:18][CH2:19][CH2:20][CH2:21]1>>[CH3:1][C:2]1([CH3:9])[O:3][CH2:4][CH:5]([C:12]([O:11][CH3:10])=[O:13])[C:6](=[O:8])[CH2:7]1. Starting materials: C=CC#N, CC#N, [Cl-], O=C(c1ccccc1)c1cc(Cl)ccc1Cl, Cl, O. Yields the product N#CC(Cl)Cc1ccc(Cl)cc1C(=O)c1ccccc1. Reaction SMILES: [CH2:2]=[CH:3][C:4]#[N:5].[CH3:22][C:23]#[N:24].[Cl-:1].[Cl:6][c:7]1[c:8]([C:9](=[O:10])[c:11]2[cH:12][cH:13][cH:14][cH:15][cH:16]2)[cH:17][c:18]([Cl:21])[cH:19][cH:20]1.[ClH:25].[OH2:26]>>[Cl:1][CH:3]([CH2:2][c:7]1[c:8]([C:9](=[O:10])[c:11]2[cH:12][cH:13][cH:14][cH:15][cH:16]2)[cH:17][c:18]([Cl:21])[cH:19][cH:20]1)[C:4]#[N:5]. Starting materials: O=C([O-])[O-], CS(C)=O, CN(C)C=O, FCBr, [K+], [K+], COC(=O)C(=NO)C(C)=O. Yields the product COC(=O)C(=NOCF)C(C)=O. As a reaction SMILES: [C:1](=[O:2])([O-:3])[O-:4].[CH3:20][S:21]([CH3:22])=[O:23].[CH3:24][N:25]([CH3:26])[CH:27]=[O:28].[F:17][CH2:18][Br:19].[K+:5].[K+:6].[OH:7][N:8]=[C:9]([C:10](=[O:11])[O:12][CH3:13])[C:14](=[O:15])[CH3:16]>>[O:7]([N:8]=[C:9]([C:10](=[O:11])[O:12][CH3:13])[C:14](=[O:15])[CH3:16])[CH2:18][F:17].